From a dataset of the Open Reaction Database (ORD), a public repository of structured organic reaction records. describe an organic reaction: reactants, conditions, products, and yield Starting materials: compound, NCCOCCN1C(=NC=2C(=NC=3C=CC=CC3C21)N)CC (1-[2-(2-aminoethoxy)ethyl]-2-ethyl-1H-imidazo[4,5-c]quinolin-4-amine), N1(CCOCC1)C(=O)Cl (4-morpholinecarbonyl chloride). The solvent is N1=CC=CC=C1 (pyridine). Reaction conditions: time 1 hour. The product is NC1=NC=2C=CC=CC2C2=C1N=C(N2CCOCCNC(=O)N2CCOCC2)CC (N-{2-[2-(4-amino-2-ethyl-1H-imidazo[4,5-c]quinolin-1-yl)ethoxy]ethyl}morpholine-4-carboxamide). Yield: 51.1%. As a reaction SMILES: [NH2:1][CH2:2][CH2:3][O:4][CH2:5][CH2:6][N:7]1[C:19]2[C:18]3[CH:17]=[CH:16][CH:15]=[CH:14][C:13]=3[N:12]=[C:11]([NH2:20])[C:10]=2[N:9]=[C:8]1[CH2:21][CH3:22].[N:23]1([C:29](Cl)=[O:30])[CH2:28][CH2:27][O:26][CH2:25][CH2:24]1>N1C=CC=CC=1>[NH2:20][C:11]1[C:10]2[N:9]=[C:8]([CH2:21][CH3:22])[N:7]([CH2:6][CH2:5][O:4][CH2:3][CH2:2][NH:1][C:29]([N:23]3[CH2:28][CH2:27][O:26][CH2:25][CH2:24]3)=[O:30])[C:19]=2[C:18]2[CH:17]=[CH:16][CH:15]=[CH:14][C:13]=2[N:12]=1. Procedure details: A solution of the compound of Example 46, 1-[2-(2-aminoethoxy)ethyl]-2-ethyl-1H-imidazo[4,5-c]quinolin-4-amine (800 mg, 2.67 mmol) in 30 mL of pyridine was chilled in an ice water bath. With vigorous stirring, the solution was treated with 4-morpholinecarbonyl chloride (0.310 mL, 2.67 mmol). After 1 h, the reaction was concentrated to yield an off white solid. Purification by column chromatography (SiO2, 95:5:0.5 CHCl3:MeOH:NH4OH) followed by trituration in ether gave 563 mg of N-{2-[2-(4-amino-... Reactants: CS(=O)(=O)O[C@@H]1[C@@H]([C@H]2[C@@H]3CCC([C@@]3(C)CC[C@@H]2[C@]2(C=CC(C=C12)=O)C)=O)OS(=O)(=O)C (6β,7β-dimethanesulfonyloxy-1,4-androstadiene-3,17-dione), [N-]=[N+]=[N-].[Na+] (sodium azide). Solvent: CN(C=O)C (dimethylformamide). Yields the product N(=[N+]=[N-])C1=C[C@H]2[C@@H]3CCC([C@@]3(C)CC[C@@H]2[C@]2(C=CC(C=C12)=O)C)=O (6-azido-1,4,6-androstatriene-3,17-dione). RXN SMILES: CS(O[C@H:6]1[C:23]2[C@:18]([CH3:25])([CH:19]=[CH:20][C:21](=[O:24])[CH:22]=2)[C@@H:17]2[C@H:8]([C@H:9]3[C@@:13]([CH2:15][CH2:16]2)([CH3:14])[C:12](=[O:26])[CH2:11][CH2:10]3)[C@H:7]1OS(C)(=O)=O)(=O)=O.[N-:32]=[N+:33]=[N-:34].[Na+]>CN(C)C=O>[N:32]([C:6]1[C:23]2[C@:18]([CH3:25])([CH:19]=[CH:20][C:21](=[O:24])[CH:22]=2)[C@@H:17]2[C@H:8]([C@H:9]3[C@@:13]([CH2:15][CH2:16]2)([CH3:14])[C:12](=[O:26])[CH2:11][CH2:10]3)[CH:7]=1)=[N+:33]=[N-:34] |f:1.2|. Reported procedure: In a manner similar to that described in Example 1D, treat 6β,7β-dimethanesulfonyloxy-1,4-androstadiene-3,17-dione with sodium azide in dimethylformamide. Isolate and purify the resultant product in a manner similar to that described to obtain 6-azido-1,4,6-androstatriene-3,17-dione. Starting materials: CO[Si](C(=C)C=C)(OC)OC (2-(trimethoxy)silyl-1,3-butadiene), C1(\C=C/C(=O)O1)=O (maleic acid anhydride). Conditions: time 1 hour. Product: CO[Si](C=1CC2C(C(=O)OC2=O)CC1)(OC)OC (4-(trimethoxy)silyl-1,2,3,6-tetrahydrophthalic acid anhydride). Yield: 85.0%. As a reaction SMILES: [CH3:1][O:2][Si:3]([O:10][CH3:11])([O:8][CH3:9])[C:4]([CH:6]=[CH2:7])=[CH2:5].[C:12]1(=[O:18])[O:17][C:15](=[O:16])[CH:14]=[CH:13]1>>[CH3:1][O:2][Si:3]([O:8][CH3:9])([O:10][CH3:11])[C:4]1[CH2:5][CH:13]2[C:12](=[O:18])[O:17][C:15](=[O:16])[CH:14]2[CH2:7][CH:6]=1. Procedure: To 0.36 g (2.1 mmol) of 2-(trimethoxy)silyl-1,3-butadiene [II], were added 0.19 g (1.9 mmol) of maleic acid anhydride [III]at room temperature and stirred for one hour. After the reaction was over, the reaction product was separated on chromotography using silica gel and developing with a mixed solvent of n-hexane-diethyl ether to obtain 0.44 g of 4-(trimethoxy)silyl-1,2,3,6-tetrahydrophthalic acid anhydride [I](yield: 80 %, liquid).